From a dataset of the Open Reaction Database (ORD), a public repository of structured organic reaction records. describe an organic reaction: reactants, conditions, products, and yield The reactants are OCC=CCO, COC(C)(C)OC, O, Cc1ccc(S(=O)(=O)O)cc1. RXN SMILES: [CH2:1]([CH:2]=[CH:3][CH2:4][OH:5])[OH:6].[CH3:7][O:8][C:9]([CH3:10])([CH3:11])[O:12][CH3:13].[OH2:14].[c:15]1([CH3:16])[cH:17][cH:18][c:19]([S:20]([OH:21])(=[O:22])=[O:23])[cH:24][cH:25]1>>[CH2:1]1[CH:2]=[CH:3][CH2:4][O:5][C:9]([CH3:10])([CH3:11])[O:6]1. The product is CC1(C)OCC=CCO1. Starting materials: FC(C=1C=C(C=C(C1)C(F)(F)F)[C@@H]1[C@@H](NC(O1)=O)C)(F)F ((4S,5R)-5-[3,5-bis(trifluoromethyl)phenyl]-4-methyl-1,3-oxazolidin-2-one), [H-].[Na+] (NaH), BrC=1C(=NC(=CC1C)Cl)CBr (3-bromo-2-(bromomethyl)-6-chloro-4-methylpyridine). Run in C1CCOC1 (THF), C1CCOC1 (THF). The product is FC(C=1C=C(C=C(C1)C(F)(F)F)[C@@H]1[C@@H](N(C(O1)=O)CC1=NC(=CC(=C1Br)C)Cl)C)(F)F ((4S,5R)-5-[3,5-bis(trifluoromethyl)phenyl]-3-[(3-bromo-6-chloro-4-methylpyridin-2-yl)methyl]-4-methyl-1,3-oxazolidin-2-one). Reaction SMILES: [F:1][C:2]([F:21])([F:20])[C:3]1[CH:4]=[C:5]([C@H:13]2[O:17][C:16](=[O:18])[NH:15][C@H:14]2[CH3:19])[CH:6]=[C:7]([C:9]([F:12])([F:11])[F:10])[CH:8]=1.[H-].[Na+].[Br:24][C:25]1[C:26]([CH2:33]Br)=[N:27][C:28]([Cl:32])=[CH:29][C:30]=1[CH3:31]>C1COCC1>[F:21][C:2]([F:1])([F:20])[C:3]1[CH:4]=[C:5]([C@H:13]2[O:17][C:16](=[O:18])[N:15]([CH2:33][C:26]3[C:25]([Br:24])=[C:30]([CH3:31])[CH:29]=[C:28]([Cl:32])[N:27]=3)[C@H:14]2[CH3:19])[CH:6]=[C:7]([C:9]([F:10])([F:11])[F:12])[CH:8]=1 |f:1.2|. Reported procedure: To a solution of (4S,5R)-5-[3,5-bis(trifluoromethyl)phenyl]-4-methyl-1,3-oxazolidin-2-one (30.6 g, 98 mmol) in THF (800 mL) was added NaH (60% dispersion in mineral oil) (3.35 g, 84 mmol). After stirring the reaction at room temperature for 10 minutes, 3-bromo-2-(bromomethyl)-6-chloro-4-methylpyridine (16.7 g, 55.8 mmol) was added as a solution in THF (300 mL). The reaction was stirred at room temperature for 16 hours and then quenched with saturated NH4Cl (200 mL). The mixture was diluted with ... Starting materials: C(C)(C)(C)OC(=O)NC(CO)(C)C (2-(tert-Butoxycarbonylamino)-2-methyl-1-propanol). Solvent: C(C)N(CC)CC (triethylamine), CS(=O)C (DMSO). Reaction conditions: time 1 hour. The product is C(C)(C)(C)OC(=O)NC(C=O)(C)C (2-(tert-butoxycarbonylamino)-2-methyl propionaldehyde). As a reaction SMILES: [C:1]([O:5][C:6]([NH:8][C:9]([CH3:13])([CH3:12])[CH2:10][OH:11])=[O:7])([CH3:4])([CH3:3])[CH3:2]>C(N(CC)CC)C.CS(C)=O>[C:1]([O:5][C:6]([NH:8][C:9]([CH3:13])([CH3:12])[CH:10]=[O:11])=[O:7])([CH3:4])([CH3:3])[CH3:2]. Reported procedure: To a solution 2-(tert-Butoxycarbonylamino)-2-methyl-1-propanol (5.7 g, 30.0 mmol) in triethylamine (42 mL) was added a mixture of sulfur trioxide pyridine complex (14.3 g, 90.0 mmol) in anhydrous DMSO (dimethylsulfoxide) (50 mL) at room temperature. The reaction was stirred for 1 hour under nitrogen and concentrated. The residue was dissolved in EtOAc (200 mL), washed with water (100 mL) and brine (100 mL), dried over sodium sulfate, and concentrated to give crude 2-(tert-butoxycarbonylamino)-2-... Starting materials: BrCc1ccccc1, CCOC(=O)C1CCCNC1, CCOCC, CCO, [Na+], [Na+], O=C([O-])[O-]. The product is Br, CCOC(=O)C1CCCN(Cc2ccccc2)C1. As a reaction SMILES: [CH2:18]([c:19]1[cH:20][cH:21][cH:22][cH:23][cH:24]1)[Br:25].[CH2:1]([CH3:2])[O:3][C:4]([CH:5]1[CH2:6][NH:7][CH2:8][CH2:9][CH2:10]1)=[O:11].[CH2:26]([O:27][CH2:28][CH3:29])[CH3:30].[CH3:31][CH2:32][OH:33].[Na+:12].[Na+:13].[O-:14][C:15](=[O:16])[O-:17]>>[BrH:25].[CH2:1]([CH3:2])[O:3][C:4]([CH:5]1[CH2:6][N:7]([CH2:18][c:19]2[cH:20][cH:21][cH:22][cH:23][cH:24]2)[CH2:8][CH2:9][CH2:10]1)=[O:11]. Run in C(Cl)(Cl)Cl (chloroform). As a reaction SMILES: O[C:2]1([C:10]2[CH:17]=[CH:16][C:13]([C:14]#[N:15])=[CH:12][CH:11]=2)[C:9]2[N:5]([CH:6]=[N:7][CH:8]=2)[CH2:4][CH2:3]1.S(Cl)(Cl)=O.C(=O)([O-])O.[Na+]>C(Cl)(Cl)Cl>[CH:8]1[N:7]=[CH:6][N:5]2[CH2:4][CH2:3][CH:2]([C:10]3[CH:17]=[CH:16][C:13]([C:14]#[N:15])=[CH:12][CH:11]=3)[C:9]=12 |f:2.3|. Starting materials: OC1(CCN2C=NC=C21)C2=CC=C(C#N)C=C2 (4-(7-hydroxyl-6,7-dihydro-5H-pyrrolo[1,2-c]imidazol-7-yl)benzonitrile), S(=O)(Cl)Cl (thionyl chloride), C(O)([O-])=O.[Na+] (sodium hydrogen carbonate). Reported procedure: A solution of 4 mmol of 4-(7-hydroxyl-6,7-dihydro-5H-pyrrolo[1,2-c]imidazol-7-yl)benzonitrile and 8 mmol of thionyl chloride in 30 ml of chloroform is heated at reflux for 15 hours. The reaction mixture is cooled to room temperature and poured into saturated sodium hydrogen carbonate solution. The phases are separated and the organic phase is washed with brine, dried with sodium sulphate and evaporated. From the residue the title compound is obtained by means of flash chromatography (SiO2 60F). Yields the product C1=C2N(C=N1)CCC2C2=CC=C(C#N)C=C2 (4-(6,7-Dihydro-5H-pyrrolo[1,2-c]imidazol-7-yl)benzonitrile), SiO2. Reactants: CCCC[Sn](CCCC)(CCCC)c1ccccc1C1=NC(C)(C)CO1, [F-], COC(=O)c1cccc(I)c1, [K+], C1COCCO1, [Pd], c1ccc(P(c2ccccc2)c2ccccc2)cc1, c1ccc(P(c2ccccc2)c2ccccc2)cc1, c1ccc(P(c2ccccc2)c2ccccc2)cc1, c1ccc(P(c2ccccc2)c2ccccc2)cc1. Product: COC(=O)c1cccc(-c2ccccc2C2=NC(C)(C)CO2)c1. As a reaction SMILES: [CH2:1]([Sn:2]([CH2:3][CH2:4][CH2:5][CH3:19])([c:6]1[c:7]([C:12]2=[N:16][C:15]([CH3:17])([CH3:18])[CH2:14][O:13]2)[cH:8][cH:9][cH:10][cH:11]1)[CH2:20][CH2:21][CH2:22][CH3:23])[CH2:24][CH2:25][CH3:26].[F-:38].[I:27][c:28]1[cH:29][c:30]([C:31](=[O:32])[O:33][CH3:34])[cH:35][cH:36][cH:37]1.[K+:39].[O:40]1[CH2:41][CH2:42][O:43][CH2:44][CH2:45]1.[Pd:46].[c:104]1([P:105]([c:106]2[cH:107][cH:108][cH:109][cH:110][cH:111]2)[c:112]2[cH:113][cH:114][cH:115][cH:116][cH:117]2)[cH:118][cH:119][cH:120][cH:121][cH:122]1.[c:47]1([P:48]([c:49]2[cH:50][cH:51][cH:52][cH:53][cH:54]2)[c:55]2[cH:56][cH:57][cH:58][cH:59][cH:60]2)[cH:61][cH:62][cH:63][cH:64][cH:65]1.[c:66]1([P:67]([c:68]2[cH:69][cH:70][cH:71][cH:72][cH:73]2)[c:74]2[cH:75][cH:76][cH:77][cH:78][cH:79]2)[cH:80][cH:81][cH:82][cH:83][cH:84]1.[c:85]1([P:86]([c:87]2[cH:88][cH:89][cH:90][cH:91][cH:92]2)[c:93]2[cH:94][cH:95][cH:96][cH:97][cH:98]2)[cH:99][cH:100][cH:101][cH:102][cH:103]1>>[c:6]1(-[c:28]2[cH:29][c:30]([C:31](=[O:32])[O:33][CH3:34])[cH:35][cH:36][cH:37]2)[c:7]([C:12]2=[N:16][C:15]([CH3:17])([CH3:18])[CH2:14][O:13]2)[cH:8][cH:9][cH:10][cH:11]1. The reactants are FC1=C(C(=O)Cl)C=C(C=C1)OC1=NC=CC=C1C1=CN=CO1 (2-fluoro-5-(3-(oxazol-5-yl)pyridin-2-yloxy)benzoyl chloride), CN(CCCN(C=1C(=CC(=CC1)C(F)(F)F)N)C)C (N1-(3-(dimethylamino)propyl)-N1-methyl-4-(trifluoromethyl)benzene-1,2-diamine), C1CCOC1 (THF). Run in C(C)N(CC)CC (triethylamine). Conditions: time 4.5 day. Yields the product CN(CCCN(C1=C(C=C(C=C1)C(F)(F)F)NC(C1=C(C=CC(=C1)OC1=NC=CC=C1C1=CN=CO1)F)=O)C)C (N-(2-((3-(dimethylamino)propyl)(methyl)amino)-5-(trifluoromethyl)phenyl)-2-fluoro-5-(3-(oxazol-5-yl)pyridin-2-yloxy)benzamide). Reaction SMILES: [F:1][C:2]1[CH:10]=[CH:9][C:8]([O:11][C:12]2[C:17]([C:18]3[O:22][CH:21]=[N:20][CH:19]=3)=[CH:16][CH:15]=[CH:14][N:13]=2)=[CH:7][C:3]=1[C:4](Cl)=[O:5].[CH3:23][N:24]([CH3:41])[CH2:25][CH2:26][CH2:27][N:28]([CH3:40])[C:29]1[C:30]([NH2:39])=[CH:31][C:32]([C:35]([F:38])([F:37])[F:36])=[CH:33][CH:34]=1.C1COCC1>C(N(CC)CC)C>[CH3:41][N:24]([CH3:23])[CH2:25][CH2:26][CH2:27][N:28]([CH3:40])[C:29]1[CH:34]=[CH:33][C:32]([C:35]([F:38])([F:36])[F:37])=[CH:31][C:30]=1[NH:39][C:4](=[O:5])[C:3]1[CH:7]=[C:8]([O:11][C:12]2[C:17]([C:18]3[O:22][CH:21]=[N:20][CH:19]=3)=[CH:16][CH:15]=[CH:14][N:13]=2)[CH:9]=[CH:10][C:2]=1[F:1]. Reported procedure: To 2-fluoro-5-(3-(oxazol-5-yl)pyridin-2-yloxy)benzoyl chloride (60 mg, 0.17 mmol) and N1-(3-(dimethylamino)propyl)-N1-methyl-4-(trifluoromethyl)benzene-1,2-diamine (44.1 mg, 0.160 mmol) was added THF (1.0 mL). The mixture was stirred at rt for 4.5 days. The reaction was quenced with excess triethylamine, filtered and concentrated. The residue was purified by Gilson reverse-phase HPLC (0.1% TFA in water/acetonitrile). After basic workup, N-(2-((3-(dimethylamino)propyl)(methyl)amino)-5-(trifluorom... Reactants: O=C([O-])[O-], C1CCC(P(C2CCCCC2)C2CCCCC2)CC1, Clc1nccnc1Cl, [Cs+], [Cs+], OB(O)c1ccc(F)cc1, C1COCCO1, O=C(C=Cc1ccccc1)C=Cc1ccccc1, O=C(C=Cc1ccccc1)C=Cc1ccccc1, O=C(C=Cc1ccccc1)C=Cc1ccccc1, [Pd], [Pd]. The product is Fc1ccc(-c2nccnc2Cl)cc1. Reaction SMILES: [C:19](=[O:20])([O-:21])[O-:22].[CH:25]1([P:26]([CH:27]2[CH2:28][CH2:29][CH2:30][CH2:31][CH2:32]2)[CH:33]2[CH2:34][CH2:35][CH2:36][CH2:37][CH2:38]2)[CH2:39][CH2:40][CH2:41][CH2:42][CH2:43]1.[Cl:1][c:2]1[n:3][cH:4][cH:5][n:6][c:7]1[Cl:8].[Cs+:23].[Cs+:24].[F:9][c:10]1[cH:11][cH:12][c:13]([B:16]([OH:17])[OH:18])[cH:14][cH:15]1.[O:100]1[CH2:101][CH2:102][O:103][CH2:104][CH2:105]1.[O:46]=[C:47]([CH:48]=[CH:49][c:50]1[cH:51][cH:52][cH:53][cH:54][cH:55]1)[CH:56]=[CH:57][c:58]1[cH:59][cH:60][cH:61][cH:62][cH:63]1.[O:64]=[C:65]([CH:66]=[CH:67][c:68]1[cH:69][cH:70][cH:71][cH:72][cH:73]1)[CH:74]=[CH:75][c:76]1[cH:77][cH:78][cH:79][cH:80][cH:81]1.[O:82]=[C:83]([CH:84]=[CH:85][c:86]1[cH:87][cH:88][cH:89][cH:90][cH:91]1)[CH:92]=[CH:93][c:94]1[cH:95][cH:96][cH:97][cH:98][cH:99]1.[Pd:44].[Pd:45]>>[c:2]1(-[c:13]2[cH:12][cH:11][c:10]([F:9])[cH:15][cH:14]2)[n:3][cH:4][cH:5][n:6][c:7]1[Cl:8]. Reactants: C1(OCCC2=CC=CC=C12)CC(C)=O ((isochroman-1-yl)acetone), NCC(O)C1=CC=C(C=C1)O (2-amino-1-(4-hydroxyphenyl)ethanol), [BH4-].[Na+] (sodium borohydride). Run in CO (methanol). Reaction conditions: time 3 hour. Product: OC1=CC=C(C=C1)C(CNC(CC1OCCC2=CC=CC=C12)C)O (1-(4-Hydroxyphenyl)-2-[2-(isochroman-1-yl)-1-methylethylamino]ethanol). The yield is 83.0%. Reaction SMILES: [CH:1]1([CH2:11][C:12](=O)[CH3:13])[C:10]2[C:5](=[CH:6][CH:7]=[CH:8][CH:9]=2)[CH2:4][CH2:3][O:2]1.[NH2:15][CH2:16][CH:17]([C:19]1[CH:24]=[CH:23][C:22]([OH:25])=[CH:21][CH:20]=1)[OH:18].[BH4-].[Na+]>CO>[OH:25][C:22]1[CH:21]=[CH:20][C:19]([CH:17]([OH:18])[CH2:16][NH:15][CH:12]([CH3:13])[CH2:11][CH:1]2[C:10]3[C:5](=[CH:6][CH:7]=[CH:8][CH:9]=3)[CH2:4][CH2:3][O:2]2)=[CH:24][CH:23]=1 |f:2.3|. Procedure details: In 15 ml of anhydrous methanol were dissolved 2.93 g (15.5 mmol) of (isochroman-1-yl)acetone [Chem. Pharm. Bull., 36, 1758 (1988)] and 1.57 g (10.3 mmol) of 2-amino-1-(4-hydroxyphenyl)ethanol [U.S. Pat. No. 2,585,988 (1952)], and the resulting solution was stirred for 3 hours at room temperature. Methanol was evaporated, and anhydrous benzene was added to the mixture, and water formed was removed off by azeotropic distillation. To the resulting mixture was added 15 ml of anhydrous methanol. Subs...